This data is from the Open Reaction Database (ORD), a public repository of structured organic reaction records. The task is: describe an organic reaction: reactants, conditions, products, and yield Reactants: C(=O)(C(=O)OCC)NC=1C=C(C=CC1[N+](=O)[O-])C(F)(F)F (3-ethoxalylamino-4-nitrobenzotrifluoride). Reagents/catalysts: [Pt] (platinum on carbon). Solvent: C(C)O (ethanol). Yields the product ON1C(C(NC2=CC(=CC=C12)C(F)(F)F)=O)=O (1-Hydroxy-6-trifluoromethylquinoxaline-2,3(1H,4H)-dione). Isolated yield 36.6%. As a reaction SMILES: [C:1]([NH:8][C:9]1[CH:10]=[C:11]([C:18]([F:21])([F:20])[F:19])[CH:12]=[CH:13][C:14]=1[N+:15]([O-])=[O:16])([C:3](OCC)=[O:4])=[O:2]>C(O)C.[Pt]>[OH:16][N:15]1[C:14]2[C:9](=[CH:10][C:11]([C:18]([F:21])([F:20])[F:19])=[CH:12][CH:13]=2)[NH:8][C:1](=[O:2])[C:3]1=[O:4]. Reported procedure: A solution of 3-ethoxalylamino-4-nitrobenzotrifluoride (0.61 g, 2 mmol) in 50 ml of 96% ethanol was hydrogenated at atmospheric pressure and room temperature in the presence of 30 mg of 5% platinum on carbon for 5 min. The catalyst was filtered off and washed with ethanol. Acetic acid (10 ml) was added to the filtrate and the solution was refluxed for 1.5 h. The mixture was evaporated to dryness, and the residue was recrystallized from ethanol/water to give 0.18 g (36%) of the title compound. M.... The reactants are C1=C(C=CC=C1O)C (M-cresol), C1(=CC(=CC(=C1)C)C)O (3,5-xylenol), C1(\C=C/C(=O)O1)=O (maleic anhydride), COCCOCCOC (diglyme). Conditions: temperature 95 celsius, time 4 hour. Yields the product OC1[C@H](O)[C@@H](O)[C@H](O)CO1 (Xyl). As a reaction SMILES: C1[C:6]([OH:7])=CC=CC=1C.C1([OH:17])C=C(C)C=C(C)C=1.C1(=O)OC(=O)C=C1.C[O:26][CH2:27][CH2:28][O:29][CH2:30][CH2:31][O:32]C>>[OH:17][CH:30]1[O:29][CH2:28][C@@H:27]([OH:26])[C@H:6]([OH:7])[C@H:31]1[OH:32]. Procedure details: M-cresol (114 g), 3,5-xylenol (42.8 g), diglyme (50.0), and maleic anhydride (3.13 g) were combined in a flask and heated to 95° C. The solution was purged with nitrogen for 3 minutes. Formaldehyde (37.2% in water, 83.7 g) was added slowly over 75 minutes. Heating at 95° C. was continued for four hours. The volatile components were distilled away from the reaction mixture until the residue was at 200° C. Vacuum was applied slowly to the distillation until 35 mmHg and 220° C. were both reached. T... Reactants: C1(CC1)NC1CCN(CC1)C1=NC=C(C=C1F)C(F)(F)F (cyclopropyl-(3′-fluoro-5′-trifluoromethyl-3,4,5,6-tetrahydro-2H-[1,2′]bipyridinyl-4-yl)-amine), FC=1C=C(C(=O)O)C=CC1N1N=CN=C1 (3-fluoro-4-[1,2,4]triazol-1-yl-benzoic acid). Product: C1(CC1)N(C(C1=CC(=C(C=C1)N1N=CN=C1)F)=O)C1CCN(CC1)C1=NC=C(C=C1F)C(F)(F)F (N-Cyclopropyl-3-fluoro-N-(3′-fluoro-5′-trifluoromethyl-3,4,5,6-tetrahydro-2H-[1,2′]bipyridinyl-4-yl)-4-[1,2,4]triazol-1-yl-benzamide). As a reaction SMILES: [CH:1]1([NH:4][CH:5]2[CH2:10][CH2:9][N:8]([C:11]3[C:16]([F:17])=[CH:15][C:14]([C:18]([F:21])([F:20])[F:19])=[CH:13][N:12]=3)[CH2:7][CH2:6]2)[CH2:3][CH2:2]1.[F:22][C:23]1[CH:24]=[C:25]([CH:29]=[CH:30][C:31]=1[N:32]1[CH:36]=[N:35][CH:34]=[N:33]1)[C:26](O)=[O:27]>>[CH:1]1([N:4]([CH:5]2[CH2:10][CH2:9][N:8]([C:11]3[C:16]([F:17])=[CH:15][C:14]([C:18]([F:20])([F:19])[F:21])=[CH:13][N:12]=3)[CH2:7][CH2:6]2)[C:26](=[O:27])[C:25]2[CH:29]=[CH:30][C:31]([N:32]3[CH:36]=[N:35][CH:34]=[N:33]3)=[C:23]([F:22])[CH:24]=2)[CH2:2][CH2:3]1. Reported procedure: The title compound is prepared from cyclopropyl-(3′-fluoro-5′-trifluoromethyl-3,4,5,6-tetrahydro-2H-[1,2′]bipyridinyl-4-yl)-amine and 3-fluoro-4-[1,2,4]triazol-1-yl-benzoic acid following a procedure analogous to that described in Example 90. LC (method 19): tR=4.44 min; Mass spectrum (ESI+): m/z=493 [M+H]+. Starting materials: C(=O)([O-])[O-].[K+].[K+] (K2CO3), CC1=NC(=NN1CC=1C=C(C=CC1)O)C1=NC(=NO1)C1=CC=C(C=C1)OC(F)(F)F (3-((5-methyl-3-(3-(4-(trifluoromethoxy)phenyl)-1,2,4-oxadiazol-5-yl)-1H-1,2,4-triazol-1-yl)methyl)phenol), BrCCOC (1-bromo-2-methoxyethane). Solvent: CN(C)C=O (DMF), O (H2O). Run at time 16 hour. Yields the product COCCOC=1C=C(C=CC1)CN1N=C(N=C1C)C1=NC(=NO1)C1=CC=C(C=C1)OC(F)(F)F (5-(1-{[3-(2-Methoxyethoxy)phenyl]methyl}-5-methyl-1H-1,2,4-triazol-3-yl)-3-[4-(trifluoromethoxy)phenyl]-1,2,4-oxadiazole). As a reaction SMILES: C([O-])([O-])=O.[K+].[K+].[CH3:7][C:8]1[N:12]([CH2:13][C:14]2[CH:15]=[C:16]([OH:20])[CH:17]=[CH:18][CH:19]=2)[N:11]=[C:10]([C:21]2[O:25][N:24]=[C:23]([C:26]3[CH:31]=[CH:30][C:29]([O:32][C:33]([F:36])([F:35])[F:34])=[CH:28][CH:27]=3)[N:22]=2)[N:9]=1.Br[CH2:38][CH2:39][O:40][CH3:41]>CN(C=O)C.O>[CH3:41][O:40][CH2:39][CH2:38][O:20][C:16]1[CH:15]=[C:14]([CH2:13][N:12]2[C:8]([CH3:7])=[N:9][C:10]([C:21]3[O:25][N:24]=[C:23]([C:26]4[CH:31]=[CH:30][C:29]([O:32][C:33]([F:36])([F:34])[F:35])=[CH:28][CH:27]=4)[N:22]=3)=[N:11]2)[CH:19]=[CH:18][CH:17]=1 |f:0.1.2|. Reported procedure: A mixture of K2CO3 (19.9 mg, 0.144 mmol), 3-((5-methyl-3-(3-(4-(trifluoromethoxy)phenyl)-1,2,4-oxadiazol-5-yl)-1H-1,2,4-triazol-1-yl)methyl)phenol (Example 59; 30.0 mg, 0.072 mmol) and 1-bromo-2-methoxyethane (19.9 mg, 0.144 mmol) in DMF (0.36 mL) was stirred at RT for 16 h. The mixture was diluted with H2O and extracted with 4:1 CHCl3:i-PrOH. The organic layer was separated, dried with MgSO4 and concentrated under reduced pressure. The residue was dissolved in DMSO and purified using Prep-HPLC ... The reactants are BrC1=CC=C(C=C1)C=1N=NC(=CC1C)Cl (3-(p-bromophenyl)-6-chloro-4-methylpyridazine), C(NN)(=O)OCC (ethyl carbazate), BrC1=CC=C(C=C1)C=1C(=CC=2N(N1)C(NN2)=O)C (6-(p-bromophenyl)-7-methyl-1,2,4-triazolo[4,3-b]pyridazin-3(2H)-one). The solvent is C(CCC)O (butanol). Yields the product BrC1=CC=C(C=C1)C=1C(=CC=2N(N1)C(N(N2)CC)=O)C (6-(p-Bromophenyl)-2-ethyl-7-methyl-1,2,4-triazolo[4,3-b]pyridazin-3(2H)-one). Reaction SMILES: [Br:1][C:2]1[CH:7]=[CH:6][C:5]([C:8]2[N:9]=[N:10][C:11](Cl)=[CH:12][C:13]=2[CH3:14])=[CH:4][CH:3]=1.C(OCC)(=O)NN.BrC1C=CC(C2C(C)=[CH:32][C:33]3[N:34]([C:36](=[O:39])NN=3)[N:35]=2)=CC=1>C(O)CCC>[Br:1][C:2]1[CH:7]=[CH:6][C:5]([C:8]2[C:13]([CH3:14])=[CH:12][C:11]3[N:10]([C:36](=[O:39])[N:34]([CH2:33][CH3:32])[N:35]=3)[N:9]=2)=[CH:4][CH:3]=1. Procedure details: A mixture comprising 328 g. of 3-(p-bromophenyl)-6-chloro-4-methylpyridazine (U.S. Pat. No. 4,092,311), 242 g. of ethyl carbazate and 2 liters of butanol is stirred at reflux for 4 days, then cooled in an ice bath. The resulting solid is collected by filtration and air dried, giving 269 g. of 6-(p-bromophenyl)-7-methyl-1,2,4-triazolo[4,3-b]pyridazin-3(2H)-one. Starting materials: C=1C=CC2=C(C1)N=NN2O (HOBT), CCN=C=NCCCN(C)C.Cl (WSC hydrochloride), C(C)OC=1C=C(C(=O)O)C=C(C1C=1C=NN(C1)C)OCC (3,5-diethoxy-4-(1-methyl-1H-pyrazol-4-yl)benzoic acid), Cl.O=C1NC(=NO1)C=1C=C2C(CC3(CCNCC3)OC2=CC1)=O (6-(5-oxo-4,5-dihydro-1,2,4-oxadiazol-3-yl)spiro[chroman-2,4′-piperidin]-4-one hydrochloride). The solvent is O (Water), CN(C)C=O (DMF), CCN(CC)CC (Et3N). Conditions: time 8 hour. Product: C(C)OC=1C=C(C=C(C1C=1C=NN(C1)C)OCC)C(=O)N1CCC2(CC1)OC1=CC=C(C=C1C(C2)=O)C2=NOC(N2)=O (1′-{[3,5-Diethoxy-4-(1-methyl-1H-pyrazol-4-yl)phenyl]carbonyl}-6-(5-oxo-4,5-dihydro-1,2,4-oxadiazol-3-yl)spiro[chroman-2,4′-piperidin]-4-one). Reaction SMILES: C1C=CC2N(O)N=NC=2C=1.CCN=C=NCCCN(C)C.Cl.[CH2:23]([O:25][C:26]1[CH:27]=[C:28]([CH:32]=[C:33]([O:41][CH2:42][CH3:43])[C:34]=1[C:35]1[CH:36]=[N:37][N:38]([CH3:40])[CH:39]=1)[C:29]([OH:31])=O)[CH3:24].Cl.[O:45]=[C:46]1[O:50][N:49]=[C:48]([C:51]2[CH:52]=[C:53]3[C:63](=[CH:64][CH:65]=2)[O:62][C:56]2([CH2:61][CH2:60][NH:59][CH2:58][CH2:57]2)[CH2:55][C:54]3=[O:66])[NH:47]1>O.CN(C=O)C.CCN(CC)CC>[CH2:42]([O:41][C:33]1[CH:32]=[C:28]([C:29]([N:59]2[CH2:60][CH2:61][C:56]3([CH2:55][C:54](=[O:66])[C:53]4[C:63](=[CH:64][CH:65]=[C:51]([C:48]5[NH:47][C:46](=[O:45])[O:50][N:49]=5)[CH:52]=4)[O:62]3)[CH2:57][CH2:58]2)=[O:31])[CH:27]=[C:26]([O:25][CH2:23][CH3:24])[C:34]=1[C:35]1[CH:36]=[N:37][N:38]([CH3:40])[CH:39]=1)[CH3:43] |f:1.2,4.5|. Procedure details: Et3N (58 μL), HOBT (32 mg) and WSC hydrochloride (40 mg) were added to a DMF (4 mL) solution of 3,5-diethoxy-4-(1-methyl-1H-pyrazol-4-yl)benzoic acid (50 mg) and 6-(5-oxo-4,5-dihydro-1,2,4-oxadiazol-3-yl)spiro[chroman-2,4′-piperidin]-4-one hydrochloride (70 mg), and stirred overnight at room temperature. Water was added to the reaction liquid, the formed solid was taken out through filtration, and the solid was fully washed with water and ether. The solid was dried under reduced pressure to obta... Reactants: OC1=CC(=CC=2NC=3C=C4C(=CC3C(C12)=O)C=CC=C4)O (1,3-Dihydroxy-5,12-dihydro-benzo[b]acridin-12-one), C([O-])([O-])=O.[K+].[K+] (potassium carbonate), [I-].[K+] (potassium iodide), ClC(C#C)(C)C (3-chloro-3-methyl-1-butyne). Solvent: CN(C=O)C (dimethylformamide). Run at temperature 65 celsius, time 15 minute. Product: OC=1C=C2C(=C3NC=4C=C5C(=CC4C(C13)=O)C=CC=C5)C=CC(O2)(C)C (6-Hydroxy-3,3-dimethyl-7,14-dihydro-3H-benzo[b]pyrano[3,2-h]acridin-7-one). Yield: 44.4%. Reaction SMILES: [OH:1][C:2]1[C:15]2[C:14](=[O:16])[C:13]3[CH:12]=[C:11]4[CH:17]=[CH:18][CH:19]=[CH:20][C:10]4=[CH:9][C:8]=3[NH:7][C:6]=2[CH:5]=[C:4]([OH:21])[CH:3]=1.C(=O)([O-])[O-].[K+].[K+].[I-].[K+].Cl[C:31]([CH3:35])([CH3:34])[C:32]#[CH:33]>CN(C)C=O>[OH:1][C:2]1[CH:3]=[C:4]2[O:21][C:31]([CH3:35])([CH3:34])[CH:32]=[CH:33][C:5]2=[C:6]2[C:15]=1[C:14](=[O:16])[C:13]1[CH:12]=[C:11]3[CH:17]=[CH:18][CH:19]=[CH:20][C:10]3=[CH:9][C:8]=1[NH:7]2 |f:1.2.3,4.5|. Reported procedure: To a solution of 2 g of the product of Step A in 50 ml of anhydrous dimethylformamide, under an inert atmosphere, there are added 2 g of anhydrous potassium carbonate. After stirring for 15 minutes at 65° C., 2.4 g of anhydrous potassium iodide and 4.4 g of 3-chloro-3-methyl-1-butyne are added, and the reaction mixture is held at 65° C. for 24 hours and then at 130° C. for 1 hour. After cooling, the solution is hydrolysed and then extracted with dichloromethane. The combined organic phases are w... The reactants are Cl, [Na+], [OH-], CCOC(=O)c1cc2[nH]c3ccccc3c2o1. Product: O=C(O)c1cc2[nH]c3ccccc3c2o1. Reaction SMILES: [ClH:18].[Na+:20].[OH-:19].[o:1]1[c:2]([C:13](=[O:14])[O:15][CH2:16][CH3:17])[cH:3][c:4]2[nH:5][c:6]3[cH:7][cH:8][cH:9][cH:10][c:11]3[c:12]12>>[o:1]1[c:2]([C:13](=[O:14])[OH:15])[cH:3][c:4]2[nH:5][c:6]3[cH:7][cH:8][cH:9][cH:10][c:11]3[c:12]12. The reactants are ketal, C(C=C)N1C[C@@H](N(C[C@H]1C)[C@H](C=1C=C(C=CC1)C(=O)N1CCC2(OCCO2)CC1)C1=CC(=CC=C1)O)C ({3-[(R)-((2S,5R)-4-allyl-2,5-dimethyl-1-piperazinyl)(3-hydroxy-phenyl)methyl]phenyl}-(1,4-dioxa-8-azaspiro[4.5]dec-8-yl)methanone), C(C)O (ethanol), S(O)(O)(=O)=O (sulfuric acid). The solvent is ClCCl.C(C)(=O)OCC (dichloromethane ethyl acetate). Reaction conditions: time 20 hour. Yields the product [OH-].[NH4+] (ammonium hydroxide), C(C=C)N1C[C@@H](N(C[C@H]1C)[C@H](C=1C=C(C(=O)N2CCC(CC2)=O)C=CC1)C1=CC(=CC=C1)O)C (1-{3-[(R)-((2S,5R)-4-allyl-2,5-dimethyl-1-piperazinyl)(3-hydroxyphenyl)-methyl]-benzoyl}-4-piperidinone). The yield is 162.1%. As a reaction SMILES: [CH2:1]([N:4]1[C@H:9]([CH3:10])[CH2:8][N:7]([C@@H:11]([C:30]2[CH:35]=[CH:34][CH:33]=[C:32]([OH:36])[CH:31]=2)[C:12]2[CH:13]=[C:14]([C:18]([N:20]3[CH2:29][CH2:28][C:23]4(OCC[O:24]4)[CH2:22][CH2:21]3)=[O:19])[CH:15]=[CH:16][CH:17]=2)[C@@H:6]([CH3:37])[CH2:5]1)[CH:2]=[CH2:3].C(O)C.S(=O)(=O)(O)O>ClCCl.C(OCC)(=O)C>[OH-:19].[NH4+:4].[CH2:1]([N:4]1[C@H:9]([CH3:10])[CH2:8][N:7]([C@@H:11]([C:30]2[CH:35]=[CH:34][CH:33]=[C:32]([OH:36])[CH:31]=2)[C:12]2[CH:13]=[C:14]([CH:15]=[CH:16][CH:17]=2)[C:18]([N:20]2[CH2:29][CH2:28][C:23](=[O:24])[CH2:22][CH2:21]2)=[O:19])[C@@H:6]([CH3:37])[CH2:5]1)[CH:2]=[CH2:3] |f:3.4,5.6|. Reported procedure: The ketal of the preceding product, Example 135, was hydrolyzed as follows. A 500 mL round bottom flask equipped with a magnetic stir bar was charged with 21.40 g (40.9 mmol) of {3-[(R)-((2S,5R)-4-allyl-2,5-dimethyl-1-piperazinyl)(3-hydroxy-phenyl)methyl]phenyl}-(1,4-dioxa-8-azaspiro[4.5]dec-8-yl)methanone, 180 mL ethanol, and 60 mL 10 N aqueous sulfuric acid. The reaction was stirred at room temperature for 20 hours and concentrated under reduced pressure. The residue was partitioned between 15...